Dataset: the Open Reaction Database (ORD), a public repository of structured organic reaction records. Task: describe an organic reaction: reactants, conditions, products, and yield Reactants: CCO, [Cl-], [Fe], COC1(c2ccc(Cl)cc2)CCN(c2ccc([N+](=O)[O-])cc2)CC1, [NH4+], O. The product is COC1(c2ccc(Cl)cc2)CCN(c2ccc(N)cc2)CC1. RXN SMILES: [CH3:27][CH2:28][OH:29].[Cl-:25].[Fe:31].[N+:1]([O-:2])(=[O:3])[c:4]1[cH:5][cH:6][c:7]([N:10]2[CH2:11][CH2:12][C:13]([O:16][CH3:17])([c:18]3[cH:19][cH:20][c:21]([Cl:24])[cH:22][cH:23]3)[CH2:14][CH2:15]2)[cH:8][cH:9]1.[NH4+:26].[OH2:30]>>[NH2:1][c:4]1[cH:5][cH:6][c:7]([N:10]2[CH2:11][CH2:12][C:13]([O:16][CH3:17])([c:18]3[cH:19][cH:20][c:21]([Cl:24])[cH:22][cH:23]3)[CH2:14][CH2:15]2)[cH:8][cH:9]1. Starting materials: Br, CC(=O)OC1OC(COCc2ccccc2)C(OCc2ccccc2)C(OCc2ccccc2)C1OCc1ccccc1, O=C([O-])O, Cc1ccccc1, CC(C)OC(C)C, [Na+]. The product is BrC1OC(COCc2ccccc2)C(OCc2ccccc2)C(OCc2ccccc2)C1OCc1ccccc1. RXN SMILES: [BrH:44].[C:1]([O:2][CH:5]1[CH:6]([O:7][CH2:8][c:9]2[cH:10][cH:11][cH:12][cH:13][cH:14]2)[CH:15]([O:16][CH2:17][c:18]2[cH:19][cH:20][cH:21][cH:22][cH:23]2)[CH:24]([O:25][CH2:26][c:27]2[cH:28][cH:29][cH:30][cH:31][cH:32]2)[CH:33]([CH2:35][O:36][CH2:37][c:38]2[cH:39][cH:40][cH:41][cH:42][cH:43]2)[O:34]1)(=[O:3])[CH3:4].[C:45](=[O:46])([O-:47])[OH:48].[CH3:50][c:51]1[cH:52][cH:53][cH:54][cH:55][cH:56]1.[CH:57]([O:58][CH:59]([CH3:60])[CH3:61])([CH3:62])[CH3:63].[Na+:49]>>[CH:5]1([Br:44])[CH:6]([O:7][CH2:8][c:9]2[cH:10][cH:11][cH:12][cH:13][cH:14]2)[CH:15]([O:16][CH2:17][c:18]2[cH:19][cH:20][cH:21][cH:22][cH:23]2)[CH:24]([O:25][CH2:26][c:27]2[cH:28][cH:29][cH:30][cH:31][cH:32]2)[CH:33]([CH2:35][O:36][CH2:37][c:38]2[cH:39][cH:40][cH:41][cH:42][cH:43]2)[O:34]1. The reactants are CC(C)(C)OC(=O)N1CC(c2ccccc2)CC1C(=O)O, ClC(Cl)Cl, O=C(O)C(F)(F)F. Yields the product O=C(O)C1CC(c2ccccc2)CN1. As a reaction SMILES: [C:1]([O:2][C:3](=[O:4])[N:8]1[CH:9]([C:10](=[O:11])[OH:12])[CH2:13][CH:14]([c:16]2[cH:17][cH:18][cH:19][cH:20][cH:21]2)[CH2:15]1)([CH3:5])([CH3:6])[CH3:7].[CH:29]([Cl:30])([Cl:31])[Cl:32].[OH:22][C:23]([C:24]([F:25])([F:26])[F:27])=[O:28]>>[NH:8]1[CH:9]([C:10](=[O:11])[OH:12])[CH2:13][CH:14]([c:16]2[cH:17][cH:18][cH:19][cH:20][cH:21]2)[CH2:15]1. Reactants: BrC1=CC(=NC=C1)C (4-bromo-2-methylpyridine), Cl.NCC1=CC=C(C=C1)B(O)O ((4-(aminomethyl)phenyl)boronic acid hydrochloride), [O-]P(=O)([O-])[O-].[K+].[K+].[K+] (K3PO4). Reagents/catalysts: C=1C=CC(=CC1)[P](C=2C=CC=CC2)(C=3C=CC=CC3)[Pd]([P](C=4C=CC=CC4)(C=5C=CC=CC5)C=6C=CC=CC6)([P](C=7C=CC=CC7)(C=8C=CC=CC8)C=9C=CC=CC9)[P](C=1C=CC=CC1)(C=1C=CC=CC1)C=1C=CC=CC1 (Pd(PPh3)4). The solvent is O1CCOCC1 (dioxane). Reaction conditions: temperature 96 celsius, time 8 hour. Yields the product CC1=NC=CC(=C1)C1=CC=C(C=C1)CN ((4-(2-methylpyridin-4-yl)phenyl)methanamine). RXN SMILES: Br[C:2]1[CH:7]=[CH:6][N:5]=[C:4]([CH3:8])[CH:3]=1.Cl.[NH2:10][CH2:11][C:12]1[CH:17]=[CH:16][C:15](B(O)O)=[CH:14][CH:13]=1.[O-]P([O-])([O-])=O.[K+].[K+].[K+]>O1CCOCC1.C1C=CC([P]([Pd]([P](C2C=CC=CC=2)(C2C=CC=CC=2)C2C=CC=CC=2)([P](C2C=CC=CC=2)(C2C=CC=CC=2)C2C=CC=CC=2)[P](C2C=CC=CC=2)(C2C=CC=CC=2)C2C=CC=CC=2)(C2C=CC=CC=2)C2C=CC=CC=2)=CC=1>[CH3:8][C:4]1[CH:3]=[C:2]([C:15]2[CH:16]=[CH:17][C:12]([CH2:11][NH2:10])=[CH:13][CH:14]=2)[CH:7]=[CH:6][N:5]=1 |f:1.2,3.4.5.6,^1:38,40,59,78|. Procedure details: A mixture of 4-bromo-2-methylpyridine 13-1 (516 mg, 3.00 mmol), (4-(aminomethyl)phenyl)boronic acid hydrochloride 13-2 (422 mg, 2.25 mmol), Pd(PPh3)4 (173 mg, 0.15 mmol) and K3PO4 (1.7 g, 8 mmol) in anhydrous dioxane (10 mL) was stirred at 96° C. under argon overnight. After cooling to room temperature, the mixture was filtered through celite and washed with ethyl acetate. The filtrate was concentrated by rotavap and the residue subjected to silica gel column chromatography with 7% ammonia-satur...